Dataset: the Open Reaction Database (ORD), a public repository of structured organic reaction records. Task: describe an organic reaction: reactants, conditions, products, and yield Reactants: BrC(C(=O)OC)CCBr (methyl 2,4-dibromobutanoate), Cl.CC1(CCC(CC1)N)C (4,4-dimethylcyclohexylamine hydrochloride). RXN SMILES: Br[CH:2]([CH2:7][CH2:8]Br)[C:3]([O:5][CH3:6])=[O:4].Cl.[CH3:11][C:12]1([CH3:19])[CH2:17][CH2:16][CH:15]([NH2:18])[CH2:14][CH2:13]1>>[CH3:11][C:12]1([CH3:19])[CH2:17][CH2:16][CH:15]([N:18]2[CH2:8][CH2:7][CH:2]2[C:3]([O:5][CH3:6])=[O:4])[CH2:14][CH2:13]1 |f:1.2|. Procedure: The reaction of methyl 2,4-dibromobutanoate 17 with 4,4-dimethylcyclohexylamine hydrochloride 18C yielded methyl 1-(4,4-dimethylcyclohexyl)azetidine-2-carboxylate as a brown oil (52%). MS ISP (m/e): 226.3 (100) [(M+H)]+. Isolated yield 52.0%. Yields the product CC1(CCC(CC1)N1C(CC1)C(=O)OC)C (methyl 1-(4,4-dimethylcyclohexyl)azetidine-2-carboxylate). Reactants: BrC1=C(C(=C(C=C1)[O-])Br)Br (tribromophenolate), BrC1=C(C(=C(C=C1)[O-])Br)Br (tribromophenolate), tertiary amine, tertiary amine, tertiary amine, N1=C(Cl)N=C(Cl)N=C1Cl (cyanuric chloride), N1=C(Cl)N=C(Cl)N=C1Cl (cyanuric chloride), tertiary amine, [Cl-] (chloride), BrC1=C(C(=C(C=C1)[O-])Br)Br (tribromophenolate), BrC1=C(C(=C(C=C1)O)Br)Br (tribromophenol), N1=C(Cl)N=C(Cl)N=C1Cl (cyanuric chloride), tertiary amine, N1=C(Cl)N=C(Cl)N=C1Cl (cyanuric chloride). Product: BrC1=C(C(=C(OC2=NC(=NC(=N2)OC2=C(C(=C(C=C2)Br)Br)Br)OC2=C(C(=C(C=C2)Br)Br)Br)C=C1)Br)Br (tris(tribromophenoxy)-s-triazine). As a reaction SMILES: [Br:1][C:2]1[CH:7]=[CH:6][C:5]([O-:8])=[C:4]([Br:9])[C:3]=1[Br:10].[N:11]1[C:18](Cl)=[N:17][C:15](Cl)=[N:14][C:12]=1Cl.[Br:20][C:21]1[CH:26]=[CH:25][C:24]([OH:27])=[C:23]([Br:28])[C:22]=1[Br:29].[Cl-]>>[Br:1][C:2]1[CH:7]=[CH:6][C:5]([O:8][C:12]2[N:14]=[C:15]([O:27][C:24]3[CH:25]=[CH:26][C:21]([Br:20])=[C:22]([Br:29])[C:23]=3[Br:28])[N:17]=[C:18]([O:8][C:5]3[CH:6]=[CH:7][C:2]([Br:1])=[C:3]([Br:10])[C:4]=3[Br:9])[N:11]=2)=[C:4]([Br:9])[C:3]=1[Br:10]. Procedure: An exemplary production process according to this invention comprises preparing an aqueous tribromophenolate solution and dripping this aqueous solution to a dispersion or solution of cyanuric chloride and tertiary amine in a non-hydrophilic solvent or adding said tertiary amine and a powder of cyanuric chloride to said aqueous solution. The preferred molar ratio of cyanuric chloride to tribromophenol is 1:2.94-3.60. Where both a tertiary amine and a phase transfer catalyst are employed, an exem... Reactants: BrC1=CC=C2C(=CNC2=C1)CN(C)C (6-Bromo-N,N-dimethyl-1H-indole-3-methanamine), Cl (HCl), [C-]#N.[Na+] (NaCN), CN(C)C=O (DMF). The solvent is O (water). The product is BrC1=CC=C2C(=CNC2=C1)CC#N (6-Bromo-1H-indole-3-acetonitrile). The yield is 79.0%. As a reaction SMILES: [Br:1][C:2]1[CH:10]=[C:9]2[C:5]([C:6]([CH2:11]N(C)C)=[CH:7][NH:8]2)=[CH:4][CH:3]=1.[C-]#N.[Na+].[CH3:18][N:19](C=O)C.Cl>O>[Br:1][C:2]1[CH:10]=[C:9]2[C:5]([C:6]([CH2:11][C:18]#[N:19])=[CH:7][NH:8]2)=[CH:4][CH:3]=1 |f:1.2|. Reported procedure: 6-Bromo-N,N-dimethyl-1H-indole-3-methanamine (7.76 g, 30.6 mmol) and NaCN (1.95 g, 39.8 mmol, 1.30 eq.) were combined with DMF (40 mL) and water (40 mL). The mixture was heated to reflux for 6 hours, then cooled to rt. Aqueous 1N HCl (40 mL) was added, and the product was extracted with EtOAc. The organic layer was washed with water and dried (MgSO4). The solvent was removed in vacuo to give 5.70 g (79%) of the title compound, that was 79% pure by HPLC area, containing 14% 6-bromoindole. The mat... Starting materials: CO, NCC=Cc1ccnc2ccccc12. Product: NCCCc1ccnc2ccccc12. RXN SMILES: [CH3:15][OH:16].[n:1]1[cH:2][cH:3][c:4]([CH:11]=[CH:12][CH2:13][NH2:14])[c:5]2[cH:6][cH:7][cH:8][cH:9][c:10]12>>[n:1]1[cH:2][cH:3][c:4]([CH2:11][CH2:12][CH2:13][NH2:14])[c:5]2[cH:6][cH:7][cH:8][cH:9][c:10]12. Reactants: [BH4-], CCOCC, [Cl-], [Cl-], Cl, CCOC(=O)C(Cc1ccc(C(F)(F)F)o1)C(=O)c1ccc(F)cc1, [Na+], [Zn+2]. Yields the product CCOC(=O)C(Cc1ccc(C(F)(F)F)o1)C(O)c1ccc(F)cc1. Reaction SMILES: [BH4-:1].[CH3:29][CH2:30][O:31][CH2:32][CH3:33].[Cl-:34].[Cl-:36].[ClH:28].[F:3][c:4]1[cH:5][cH:6][c:7]([C:10]([CH:11]([C:12](=[O:13])[O:14][CH2:15][CH3:16])[CH2:17][c:18]2[o:19][c:20]([C:23]([F:24])([F:25])[F:26])[cH:21][cH:22]2)=[O:27])[cH:8][cH:9]1.[Na+:2].[Zn+2:35]>>[F:3][c:4]1[cH:5][cH:6][c:7]([CH:10]([CH:11]([C:12](=[O:13])[O:14][CH2:15][CH3:16])[CH2:17][c:18]2[o:19][c:20]([C:23]([F:24])([F:25])[F:26])[cH:21][cH:22]2)[OH:27])[cH:8][cH:9]1. Starting materials: COc1cc(O)ccc1-c1nc2ccc(C#N)cc2[nH]1, CS(=O)(=O)O, [Cl-]. Product: COc1cc(OS(C)(=O)=O)ccc1-c1nc2ccc(C#N)cc2[nH]1. Reaction SMILES: [C:1](#[N:2])[c:3]1[cH:4][c:5]2[c:6]([n:7][c:8](-[c:10]3[c:11]([O:17][CH3:18])[cH:12][c:13]([OH:16])[cH:14][cH:15]3)[nH:9]2)[cH:19][cH:20]1.[CH3:22][S:23](=[O:24])(=[O:25])[OH:26].[Cl-:21]>>[C:1](#[N:2])[c:3]1[cH:4][c:5]2[c:6]([n:7][c:8](-[c:10]3[c:11]([O:17][CH3:18])[cH:12][c:13]([O:16][S:23]([CH3:22])(=[O:24])=[O:25])[cH:14][cH:15]3)[nH:9]2)[cH:19][cH:20]1. Reactants: COC=1C=C(CC2NCCC3=C(C=CC(=C23)OC)OC)C=CC1OC (1-(3,4-Dimethoxy-benzyl)-5,8-dimethoxy-1,2,3,4-tetrahydroisoquinoline), BrCC(=O)Br (2-bromoacetyl bromide), NCC=1NC2=C(N1)C=CC=C2 (2-(aminomethyl)-benzimidazole). The product is COC=1C=C(CC2N(CCC3=C(C=CC(=C23)OC)OC)CC(=O)NCC2=NC3=C(N2)C=CC=C3)C=CC1OC (2-[1-(3,4-Dimethoxy-benzyl)-5,8-dimethoxy-3,4-dihydro-1H-isoquinolin-2-yl]-N-(1H-benzoimidazol-2-yl-methyl)-acetamide). RXN SMILES: [CH3:1][O:2][C:3]1[CH:4]=[C:5]([CH:21]=[CH:22][C:23]=1[O:24][CH3:25])[CH2:6][CH:7]1[C:16]2[C:11](=[C:12]([O:19][CH3:20])[CH:13]=[CH:14][C:15]=2[O:17][CH3:18])[CH2:10][CH2:9][NH:8]1.Br[CH2:27][C:28](Br)=[O:29].[NH2:31][CH2:32][C:33]1[NH:34][C:35]2[CH:41]=[CH:40][CH:39]=[CH:38][C:36]=2[N:37]=1>>[CH3:1][O:2][C:3]1[CH:4]=[C:5]([CH:21]=[CH:22][C:23]=1[O:24][CH3:25])[CH2:6][CH:7]1[C:16]2[C:11](=[C:12]([O:19][CH3:20])[CH:13]=[CH:14][C:15]=2[O:17][CH3:18])[CH2:10][CH2:9][N:8]1[CH2:27][C:28]([NH:31][CH2:32][C:33]1[NH:34][C:35]2[CH:41]=[CH:40][CH:39]=[CH:38][C:36]=2[N:37]=1)=[O:29]. Reported procedure: prepared by reaction of 1-(3,4-Dimethoxy-benzyl)-5,8-dimethoxy-1,2,3,4-tetrahydroisoquinoline and 2-bromoacetyl bromide with 2-(aminomethyl)-benzimidazole Reactants: C(C)(=O)OCC (ethyl acetate), C(\C=C/C(=O)OCCC(C(C(C(F)(F)F)(F)F)(F)F)(F)F)(=O)OCCC(C(C(C(F)(F)F)(F)F)(F)F)(F)F (1,4-di(3,3,4,4,5,5,6,6,6-nonafluorohexyl) maleate), CNN(NC)CCC (N,N-dimethylaminopropylamine), C([O-])([O-])=O.[K+].[K+] (potassium carbonate), C(C)#N (acetonitrile). The product is CN(C)CCCNC(C(=O)OCCC(C(C(C(F)(F)F)(F)F)(F)F)(F)F)CC(=O)OCCC(C(C(C(F)(F)F)(F)F)(F)F)(F)F (1,4-di(3,3,4,4,5,5,6,6,6-nonafluorohexyl) 2-(3-(N,N-dimethylamino)propylamino)succinate). Yield: 75.0%. RXN SMILES: [C:1]([O:23][CH2:24][CH2:25][C:26]([F:38])([F:37])[C:27]([F:36])([F:35])[C:28]([F:34])([F:33])[C:29]([F:32])([F:31])[F:30])(=[O:22])/[CH:2]=[CH:3]\[C:4]([O:6][CH2:7][CH2:8][C:9]([F:21])([F:20])[C:10]([F:19])([F:18])[C:11]([F:17])([F:16])[C:12]([F:15])([F:14])[F:13])=[O:5].CN[N:41]([CH2:44][CH2:45][CH3:46])NC.C(=O)([O-])[O-].[K+].[K+].[C:53](OCC)(=O)C.[C:59](#[N:61])C>>[CH3:53][N:61]([CH2:46][CH2:45][CH2:44][NH:41][CH:2]([CH2:3][C:4]([O:6][CH2:7][CH2:8][C:9]([F:21])([F:20])[C:10]([F:18])([F:19])[C:11]([F:17])([F:16])[C:12]([F:15])([F:14])[F:13])=[O:5])[C:1]([O:23][CH2:24][CH2:25][C:26]([F:37])([F:38])[C:27]([F:35])([F:36])[C:28]([F:33])([F:34])[C:29]([F:32])([F:31])[F:30])=[O:22])[CH3:59] |f:2.3.4|. Procedure details: In an amount of 30.0 g (49 mmol) of 1,4-di(3,3,4,4,5,5,6,6,6-nonafluorohexyl) maleate, 6.8 mL (54 mmol) of N,N-dimethylaminopropylamine and 7.5 g (54 mmol) of potassium carbonate were dissolved in 120 mL of acetonitrile and refluxed for 6 hours with heating. Then, the reaction mixture was transferred to a separatory funnel and added with 1000 mL of ethyl acetate. The organic phase was washed with a saturated aqueous sodium hydrogencarbonate solution. Then, the organic layer was collected, and th...